From a dataset of the Open Reaction Database (ORD), a public repository of structured organic reaction records. describe an organic reaction: reactants, conditions, products, and yield The reactants are CC(=O)C1(c2ccc(Cl)c(Cl)c2)CCC1, [BH3-]C#N, CC(=O)[O-], CO, [NH4+], [Na+], O. The product is CC(N)C1(c2ccc(Cl)c(Cl)c2)CCC1. RXN SMILES: [C:1]([CH3:2])(=[O:3])[C:4]1([c:8]2[cH:9][c:10]([Cl:15])[c:11]([Cl:14])[cH:12][cH:13]2)[CH2:5][CH2:6][CH2:7]1.[C:21](#[N:22])[BH3-:23].[CH3:17][C:18](=[O:19])[O-:20].[CH3:25][OH:26].[NH4+:16].[Na+:24].[OH2:27]>>[CH:1]([CH3:2])([C:4]1([c:8]2[cH:9][c:10]([Cl:15])[c:11]([Cl:14])[cH:12][cH:13]2)[CH2:5][CH2:6][CH2:7]1)[NH2:22]. The reactants are OC(C(C)C)(C=1N=CN(C1)C(C1=CC=CC=C1)(C1=CC=CC=C1)C1=CC=CC=C1)C1=CC=C(C=C1)B(O)O (4-[1-hydroxy-2-methyl-1-(1-trityl-1H-imidazol-4-yl)propyl]phenylboronic acid), BrC=1C=C(CNC(C)=O)C=CC1 (N-(3-bromobenzyl)acetamide). The reagents and catalysts are C=1C=CC(=CC1)[P](C=2C=CC=CC2)(C=3C=CC=CC3)[Pd]([P](C=4C=CC=CC4)(C=5C=CC=CC5)C=6C=CC=CC6)([P](C=7C=CC=CC7)(C=8C=CC=CC8)C=9C=CC=CC9)[P](C=1C=CC=CC1)(C=1C=CC=CC1)C=1C=CC=CC1 (tetrakis(triphenylphosphine)palladium(0)). Product: OC(C(C)C)(C=1N=CN(C1)C(C1=CC=CC=C1)(C1=CC=CC=C1)C1=CC=CC=C1)C1=CC=C(C=C1)C1=CC(=CC=C1)CNC(C)=O (N-({4′-[1-hydroxy-2-methyl-1-(1-trityl-1H-imidazol-4-yl)propyl][1,1′-biphenyl]-3-yl}methyl)acetamide). Yield: 44.5%. RXN SMILES: [OH:1][C:2]([C:30]1[CH:35]=[CH:34][C:33](B(O)O)=[CH:32][CH:31]=1)([C:6]1[N:7]=[CH:8][N:9]([C:11]([C:24]2[CH:29]=[CH:28][CH:27]=[CH:26][CH:25]=2)([C:18]2[CH:23]=[CH:22][CH:21]=[CH:20][CH:19]=2)[C:12]2[CH:17]=[CH:16][CH:15]=[CH:14][CH:13]=2)[CH:10]=1)[CH:3]([CH3:5])[CH3:4].Br[C:40]1[CH:41]=[C:42]([CH:48]=[CH:49][CH:50]=1)[CH2:43][NH:44][C:45](=[O:47])[CH3:46]>C1C=CC([P]([Pd]([P](C2C=CC=CC=2)(C2C=CC=CC=2)C2C=CC=CC=2)([P](C2C=CC=CC=2)(C2C=CC=CC=2)C2C=CC=CC=2)[P](C2C=CC=CC=2)(C2C=CC=CC=2)C2C=CC=CC=2)(C2C=CC=CC=2)C2C=CC=CC=2)=CC=1>[OH:1][C:2]([C:30]1[CH:35]=[CH:34][C:33]([C:49]2[CH:50]=[CH:40][CH:41]=[C:42]([CH2:43][NH:44][C:45](=[O:47])[CH3:46])[CH:48]=2)=[CH:32][CH:31]=1)([C:6]1[N:7]=[CH:8][N:9]([C:11]([C:24]2[CH:29]=[CH:28][CH:27]=[CH:26][CH:25]=2)([C:18]2[CH:23]=[CH:22][CH:21]=[CH:20][CH:19]=2)[C:12]2[CH:17]=[CH:16][CH:15]=[CH:14][CH:13]=2)[CH:10]=1)[CH:3]([CH3:5])[CH3:4] |^1:54,56,75,94|. Reported procedure: By the reaction in the same manner as in Example 33-(ii) using 4-[1-hydroxy-2-methyl-1-(1-trityl-1H-imidazol-4-yl)propyl]phenylboronic acid (3.30 g), N-(3-bromobenzyl)acetamide (1.05 g) and tetrakis(triphenylphosphine)palladium(0) (0.18 g), the title compound (1.24 g) was obtained as a pale-yellow amorphous powder. The reactants are C(C)(C)(C)OC(=O)N1C(=CC=2C1=NC=C(C2)OCC2=CC=CC=C2)C(=O)N2CCC(CC2)(F)F (5-benzyloxy-2-(4,4-difluoro-piperidine-1-carbonyl)-pyrrolo[2,3-b]pyridine-1-carboxylic acid tert-butyl ester), C(C)(=O)OCC (ethyl acetate). Solvent: CO (methanol). Reaction conditions: time 15 minute. Yields the product C(C)(C)(C)OC(=O)N1C(=CC=2C1=NC=C(C2)O)C(=O)N2CCC(CC2)(F)F (2-(4,4-Difluoro-piperidine-1-carbonyl)-5-hydroxy-pyrrolo[2,3-b]pyridine-1-carboxylic Acid tert-butyl Ester). Yield: 77.8%. RXN SMILES: [C:1]([O:5][C:6]([N:8]1[C:12]2=[N:13][CH:14]=[C:15]([O:17]CC3C=CC=CC=3)[CH:16]=[C:11]2[CH:10]=[C:9]1[C:25]([N:27]1[CH2:32][CH2:31][C:30]([F:34])([F:33])[CH2:29][CH2:28]1)=[O:26])=[O:7])([CH3:4])([CH3:3])[CH3:2].C(OCC)(=O)C>CO>[C:1]([O:5][C:6]([N:8]1[C:12]2=[N:13][CH:14]=[C:15]([OH:17])[CH:16]=[C:11]2[CH:10]=[C:9]1[C:25]([N:27]1[CH2:32][CH2:31][C:30]([F:34])([F:33])[CH2:29][CH2:28]1)=[O:26])=[O:7])([CH3:4])([CH3:2])[CH3:3]. Procedure: To the solution of 0.3 g (0.64 mmol) 5-benzyloxy-2-(4,4-difluoro-piperidine-1-carbonyl)-pyrrolo[2,3-b]pyridine-1-carboxylic acid tert-butyl ester in 3 ml methanol and 4 ml ethyl acetate 45 mg palladium on activated charcoal (10%) was added and the suspension was hydrogenated at 1.3 bar for 15 min. The suspension was filtered over Dicalite Speed Plus®(Aldrich), the filtercake was washed with ethyl acetate and methanol and the filtrate evaporated. The residue was purified by flash column chromatog... Starting materials: crude product, N1=CC=CC=C1 (pyridine), C(=O)(C1=CC=CC=C1)Cl (BzCl), C(C)(=O)O[C@@H]1[C@H]([C@H](SC2=CC=C(C=C2)C)O[C@@H]([C@H]1OC(C)=O)COC(C)=O)NC(=O)OCC(Cl)(Cl)Cl (p-Methylphenyl 3,4,6-Tri-O-acetyl-2-deoxy-2-(2,2,2-trichloroethoxylcarbonylamino)-1-thio-β-D-glucopyranoside), C[O-].[Na+] (NaOMe). Reagents/catalysts: CN(C)C=1C=CN=CC1 (DMAP). Run in C(Cl)Cl (CH2Cl2), CO (MeOH). The product is C(C1=CC=CC=C1)(=O)O[C@@H]1[C@H]([C@H](SC2=CC=C(C=C2)C)O[C@@H]([C@H]1O)COC(C1=CC=CC=C1)=O)NC(=O)OCC(Cl)(Cl)Cl (p-Methylphenyl 3,6-Di-O-benzoyl-2-deoxy-2-(2,2,2-trichloroethoxylcarbonylamino)-1-thio-β-D-glucopyranoside). Isolated yield 56.0%. RXN SMILES: [C:1]([O:4][C@H:5]1[C@H:18]([O:19]C(=O)C)[C@@H:17]([CH2:23][O:24][C:25](=[O:27])[CH3:26])[O:16][C@@H:7]([S:8][C:9]2[CH:14]=[CH:13][C:12]([CH3:15])=[CH:11][CH:10]=2)[C@@H:6]1[NH:28][C:29]([O:31][CH2:32][C:33]([Cl:36])([Cl:35])[Cl:34])=[O:30])(=[O:3])[CH3:2].C[O-].[Na+].N1[CH:45]=[CH:44][CH:43]=[CH:42][CH:41]=1.C(Cl)([C:48]1[CH:53]=[CH:52]C=[CH:50][CH:49]=1)=O>CO.CN(C1C=CN=CC=1)C.C(Cl)Cl>[C:1]([O:4][C@H:5]1[C@H:18]([OH:19])[C@@H:17]([CH2:23][O:24][C:25](=[O:27])[C:26]2[CH:52]=[CH:53][CH:48]=[CH:49][CH:50]=2)[O:16][C@@H:7]([S:8][C:9]2[CH:10]=[CH:11][C:12]([CH3:15])=[CH:13][CH:14]=2)[C@@H:6]1[NH:28][C:29]([O:31][CH2:32][C:33]([Cl:36])([Cl:35])[Cl:34])=[O:30])(=[O:3])[C:2]1[CH:45]=[CH:44][CH:43]=[CH:42][CH:41]=1 |f:1.2|. Procedure details: Compound 21 (2.0 g, 3.41 mmol) in MeOH (10 mL) was treated with a catalytic amount of 1M NaOMe for 5 h, then neutralized with IR-120 (H+), filtered and concentrated. To a solution of the crude product (610 mg, 1.324 mmol), pyridine (700 μL) and DMAP (50 mg) in CH2Cl2 (20 mL), was added BzCl (338 μL, 2.916 mmol). The mixture was refluxed for 5 h under Ar, then concentrated and coevaporated twice with toluene, diluted with CH2Cl2 (100 mL), washed with 10% aq. H2SO4, brine, and sat. aq NaHCO3, drie... Starting materials: CN1N=C(N=C1NC(CCCOC1=CC(=CC=C1)CN1CCCCC1)=O)C(=O)OC (methyl 1-methyl-5-[[1-oxo-4-[3-(1-piperidinylmethyl)phenoxy]butyl]amino]-1H-1,2,4-triazole-3-carboxylate), N (ammonia). Product: CN1N=C(N=C1NCCCCOC1=CC(=CC=C1)CN1CCCCC1)CN (1-methyl-5-[[4-[3-(1-piperidinylmethyl)phenoxy]butyl]amino]-1H-1,2,4-triazole-3-methanamine). RXN SMILES: [CH3:1][N:2]1[C:6]([NH:7][C:8](=O)[CH2:9][CH2:10][CH2:11][O:12][C:13]2[CH:18]=[CH:17][CH:16]=[C:15]([CH2:19][N:20]3[CH2:25][CH2:24][CH2:23][CH2:22][CH2:21]3)[CH:14]=2)=[N:5][C:4]([C:27](OC)=O)=[N:3]1.[NH3:31]>>[CH3:1][N:2]1[C:6]([NH:7][CH2:8][CH2:9][CH2:10][CH2:11][O:12][C:13]2[CH:18]=[CH:17][CH:16]=[C:15]([CH2:19][N:20]3[CH2:25][CH2:24][CH2:23][CH2:22][CH2:21]3)[CH:14]=2)=[N:5][C:4]([CH2:27][NH2:31])=[N:3]1. Procedure: A solution of methyl 1-methyl-5-[[1-oxo-4-[3-(1-piperidinylmethyl)phenoxy]butyl]amino]-1H-1,2,4-triazole-3-carboxylate (1.94 g) in 0.88 ammonia was stirred at room temperature for 18 h. The mixture was evaporated to yield a yellow foam, which was triturated with ether to give a yellow solid (1.56 g) which was used without further purification. A portion of this solid (1.20 g) was suspended in tetrahydrofuran (50 ml) and treated at room temperature with lithium aluminium hydride (1.0 g). The mixt... The reactants are FC1=CC=C(C=C1)C=1OC2=C(C1C(NC)=O)C=C(C=C2)C=2C=C(C(=O)O)C=CC2C (3-(2-(4-fluorophenyl)-3-(methylcarbamoyl)benzofuran-5-yl)-4-methylbenzoic acid), CC1=C(N=CO1)C1(CC1)N (1-(5-methyloxazol-4-yl)cyclopropanamine), CCN=C=NCCCN(C)C.Cl (EDCI.HCl), C=1C=CC2=C(C1)N=NN2O (HOBT), TEA. Solvent: ClCCl (dichloromethane), O (water). Run at time 18 hour. Product: FC1=CC=C(C=C1)C=1OC2=C(C1C(=O)NC)C=C(C=C2)C2=C(C=CC(=C2)C(NC2(CC2)C=2N=COC2C)=O)C (2-(4-Fluorophenyl)-N-methyl-5-(2-methyl-5-(1-(5-methyloxazol-4-yl)cyclopropylcarbamoyl)phenyl)benzofuran-3-carboxamide). As a reaction SMILES: [F:1][C:2]1[CH:7]=[CH:6][C:5]([C:8]2[O:9][C:10]3[CH:20]=[CH:19][C:18]([C:21]4[CH:22]=[C:23]([CH:27]=[CH:28][C:29]=4[CH3:30])[C:24](O)=[O:25])=[CH:17][C:11]=3[C:12]=2[C:13](=[O:16])[NH:14][CH3:15])=[CH:4][CH:3]=1.[CH3:31][C:32]1[O:36][CH:35]=[N:34][C:33]=1[C:37]1([NH2:40])[CH2:39][CH2:38]1.CCN=C=NCCCN(C)C.Cl.C1C=CC2N(O)N=NC=2C=1>ClCCl.O>[F:1][C:2]1[CH:3]=[CH:4][C:5]([C:8]2[O:9][C:10]3[CH:20]=[CH:19][C:18]([C:21]4[CH:22]=[C:23]([C:24](=[O:25])[NH:40][C:37]5([C:33]6[N:34]=[CH:35][O:36][C:32]=6[CH3:31])[CH2:39][CH2:38]5)[CH:27]=[CH:28][C:29]=4[CH3:30])=[CH:17][C:11]=3[C:12]=2[C:13]([NH:14][CH3:15])=[O:16])=[CH:6][CH:7]=1 |f:2.3|. Reported procedure: 3-(2-(4-fluorophenyl)-3-(methylcarbamoyl)benzofuran-5-yl)-4-methylbenzoic acid (0.2 g, 0.5 mmol, 1 eq), 1-(5-methyloxazol-4-yl)cyclopropanamine (0.103 g, 0.74 mmol, 1.2 eq), EDCI.HCl (0.105 g, 0.54 mmol, 1.1 eq), HOBT (0.067 g, 0.5 mmol, 1.0 eq) and TEA (0.21 ml, 1.5 mmol, 3 eq) were dissolved in dichloromethane and the above mixture was stirred at room temperature for 18 h. The mixture was then added with water. The organic layer was separated, washed with water and concentrated to give the cru... Starting materials: CC1=C(C=CC(=C1)C(C)(C)C)SCCCCOC=1C=C2CCC(NC2=CC1)=O (6-[4-(2-methyl-4-tert. butylphenyl-mercapto)-butoxy]-3,4-dihydro-carbostyril), OO (hydrogen peroxide). Solvent: C(CCl)Cl.CO (ethylene chloride methanol). The product is CC1=C(C=CC(=C1)C(C)(C)C)S(=O)CCCCOC=1C=C2CCC(NC2=CC1)=O (6-[4-(2-Methyl-4-tert. butylphenyl-sulfinyl)-butoxy]-3,4-dihydro-carbostyril). Reaction SMILES: [CH3:1][C:2]1[CH:7]=[C:6]([C:8]([CH3:11])([CH3:10])[CH3:9])[CH:5]=[CH:4][C:3]=1[S:12][CH2:13][CH2:14][CH2:15][CH2:16][O:17][C:18]1[CH:19]=[C:20]2[C:25](=[CH:26][CH:27]=1)[NH:24][C:23](=[O:28])[CH2:22][CH2:21]2.[OH:29]O>C(Cl)CCl.CO>[CH3:1][C:2]1[CH:7]=[C:6]([C:8]([CH3:11])([CH3:9])[CH3:10])[CH:5]=[CH:4][C:3]=1[S:12]([CH2:13][CH2:14][CH2:15][CH2:16][O:17][C:18]1[CH:19]=[C:20]2[C:25](=[CH:26][CH:27]=1)[NH:24][C:23](=[O:28])[CH2:22][CH2:21]2)=[O:29] |f:2.3|. Procedure: Prepared analogous to Example 123 from 6-[4-(2-methyl-4-tert. butylphenyl-mercapto)-butoxy]-3,4-dihydro-carbostyril and hydrogen peroxide. Resinous substance. Rf -value: 0.54 (silica gel fluorescent plate; eluant: ethylene chloride/methanol=95/5). Reactants: CC(=O)O, OCC1CC(C2CCCCC2)CN1, O=S(=O)(O)O. The product is O=C(O)C1CC(C2CCCCC2)CN1. Reaction SMILES: [CH3:19][C:20](=[O:21])[OH:22].[CH:6]1([CH:12]2[CH2:13][CH:14]([CH2:17][OH:18])[NH:15][CH2:16]2)[CH2:7][CH2:8][CH2:9][CH2:10][CH2:11]1.[S:1]([OH:2])(=[O:3])(=[O:4])[OH:5]>>[OH:2][C:17]([CH:14]1[CH2:13][CH:12]([CH:6]2[CH2:7][CH2:8][CH2:9][CH2:10][CH2:11]2)[CH2:16][NH:15]1)=[O:18]. The reactants are O (water), ClC1=CC(=C(C=C1)O)F (4-chloro-2-fluorophenol), CC(C)([O-])C.[K+] (potassium tert. butoxide), FC=1C=C(C#N)C=CC1F (3,4-difluoro-benzonitrile). The solvent is CS(=O)C (DMSO). Reaction conditions: temperature 60 celsius, time 8 hour. Yields the product ClC1=CC(=C(OC2=C(C=C(C#N)C=C2)F)C=C1)F (4-(4-chloro-2-fluoro-phenoxy)-3-fluoro-benzonitrile). Reaction SMILES: [Cl:1][C:2]1[CH:7]=[CH:6][C:5]([OH:8])=[C:4]([F:9])[CH:3]=1.CC(C)([O-])C.[K+].[F:16][C:17]1[CH:18]=[C:19]([CH:22]=[CH:23][C:24]=1F)[C:20]#[N:21].O>CS(C)=O>[Cl:1][C:2]1[CH:7]=[CH:6][C:5]([O:8][C:24]2[CH:23]=[CH:22][C:19]([C:20]#[N:21])=[CH:18][C:17]=2[F:16])=[C:4]([F:9])[CH:3]=1 |f:1.2|. Reported procedure: A solution of 1.6 mL (15 mmol) of 4-chloro-2-fluorophenol and 1.68 g (15 mmol) of potassium tert. butoxide in 10 mL DMSO was stirred for one hour at ambient temperature. Then 2.1 g (15 mmol) of 3,4-difluoro-benzonitrile were added and the mixture was stirred overnight at 60° C. The mixture was then combined with approx. 50 mL water, then extracted three times with 30 ml of ethyl acetate. The organic extracts were washed with sodium chloride solution, dried on sodium sulphate and evaporated down....